This data is from the Open Reaction Database (ORD), a public repository of structured organic reaction records. The task is: describe an organic reaction: reactants, conditions, products, and yield Starting materials: S(=O)(=O)([O-])C1=CC=C(C)C=C1 (tosylate), N[C@H](C(=O)OCC(C)(C)C)C ((S)-neopentyl 2-aminopropanoate), ClP(=O)(Cl)OC=1C=C2C=CC(=CC2=CC1)[C@@H](C(=O)OC)C ((S)-methyl 2-(6-(dichlorophosphoryloxy)naphthalen-2-yl)propanoate), TEA. Run in C(Cl)Cl (DCM). Yields the product ClP(=O)(N[C@H](C(=O)OCC(C)(C)C)C)OC=1C=C2C=CC(=CC2=CC1)[C@@H](C(=O)OC)C ((2S)-methyl 2-(6-(chloro((S)-1-(neopentyloxy)-1-oxopropan-2-ylamino)phosphoryloxy)naphthalen-2-yl)propanoate). Isolated yield 85.9%. Reaction SMILES: S(C1C=CC(C)=CC=1)([O-])(=O)=O.[NH2:12][C@@H:13]([CH3:22])[C:14]([O:16][CH2:17][C:18]([CH3:21])([CH3:20])[CH3:19])=[O:15].[Cl:23][P:24]([O:27][C:28]1[CH:29]=[C:30]2[C:35](=[CH:36][CH:37]=1)[CH:34]=[C:33]([C@H:38]([CH3:43])[C:39]([O:41][CH3:42])=[O:40])[CH:32]=[CH:31]2)(Cl)=[O:25]>C(Cl)Cl>[Cl:23][P:24]([O:27][C:28]1[CH:29]=[C:30]2[C:35](=[CH:36][CH:37]=1)[CH:34]=[C:33]([C@H:38]([CH3:43])[C:39]([O:41][CH3:42])=[O:40])[CH:32]=[CH:31]2)([NH:12][C@@H:13]([CH3:22])[C:14]([O:16][CH2:17][C:18]([CH3:21])([CH3:20])[CH3:19])=[O:15])=[O:25]. Reported procedure: Using the general procedure for synthesizing naphthyl (amino acid ester) phosphorochloridates and tosylate salt of (S)-neopentyl 2-aminopropanoate (1.0 g, 2.8 mmol), (S)-methyl 2-(6-(dichlorophosphoryloxy)naphthalen-2-yl)propanoate (990 mg, 2.8 mmol), TEA (0.8 mL, 5.6 mmol) and DCM (20 mL) were combined to give 1.13 g of desired (2S)-methyl 2-(6-(chloro((S)-1-(neopentyloxy)-1-oxopropan-2-ylamino)phosphoryloxy)naphthalen-2-yl)propanoate in 83% yield as a gummy syrup.